From a dataset of the Open Reaction Database (ORD), a public repository of structured organic reaction records. describe an organic reaction: reactants, conditions, products, and yield The reactants are BrC1=CC(=C(N)C=C1)OC (4-bromo-2-methoxyaniline), [N+](=O)([O-])C=1C=C(C=CC1)B(O)O (3-nitrophenyl boronic acid). Product: NC1=C(C=C(C=C1)C1=CC(=CC=C1)[N+](=O)[O-])OC (4-Amino-3-methoxy-3′-nitro-biphenyl). RXN SMILES: Br[C:2]1[CH:8]=[CH:7][C:5]([NH2:6])=[C:4]([O:9][CH3:10])[CH:3]=1.[N+:11]([C:14]1[CH:15]=[C:16](B(O)O)[CH:17]=[CH:18][CH:19]=1)([O-:13])=[O:12]>>[NH2:6][C:5]1[CH:7]=[CH:8][C:2]([C:18]2[CH:17]=[CH:16][CH:15]=[C:14]([N+:11]([O-:13])=[O:12])[CH:19]=2)=[CH:3][C:4]=1[O:9][CH3:10]. Procedure: 4-Amino-3-methoxy-3′-nitro-biphenyl was prepared from 4-bromo-2-methoxyaniline (Synth. Commun. 23(6), 855-9(1993)) and 3-nitrophenyl boronic acid according to the procedure of Example 5. White solid: mp 167-168° C.; 1H-NMR (CDCl3) δ 8.39 (t, 1H, J=1.97 Hz), 8.13-8.09 (m, 1H), 7.88-7.84 (m, 1H), 7.55 (t, 1H, J=8.0 Hz), 7.09 (dd, 1H, J=7.98, 1.94 Hz), 7.04 (d, 1H, J=1.89 Hz), 6.80 (d, 1H, J=8.04 Hz), 4.0 (s, 5H). The reactants are C(C)OC(C1=C(C(=CC(=C1)Cl)Cl)N(S(=O)(=O)C1=CC=C(C=C1)Cl)S(=O)(=O)C1=CC=C(C=C1)Cl)=O (3,5-dichloro-2-[di-(4-chlorophenylsulfonyl)-amino]-benzoic acid ethyl ester), [OH-].[Na+] (sodium hydroxide). Solvent: C(C)O (ethanol). Product: ClC=1C(=C(C(=O)O)C=C(C1)Cl)NS(=O)(=O)C1=CC=C(C=C1)Cl (3,5-Dichloro-2-[(4-chlorophenylsulfonyl)-amino]-benzoic acid). Isolated yield 69.8%. Reaction SMILES: C([O:3][C:4](=[O:34])[C:5]1[CH:10]=[C:9]([Cl:11])[CH:8]=[C:7]([Cl:12])[C:6]=1[N:13](S(C1C=CC(Cl)=CC=1)(=O)=O)[S:14]([C:17]1[CH:22]=[CH:21][C:20]([Cl:23])=[CH:19][CH:18]=1)(=[O:16])=[O:15])C.[OH-].[Na+]>C(O)C>[Cl:12][C:7]1[C:6]([NH:13][S:14]([C:17]2[CH:22]=[CH:21][C:20]([Cl:23])=[CH:19][CH:18]=2)(=[O:15])=[O:16])=[C:5]([CH:10]=[C:9]([Cl:11])[CH:8]=1)[C:4]([OH:34])=[O:3] |f:1.2|. Procedure: A suspension of 27.0 g of 3,5-dichloro-2-[di-(4-chlorophenylsulfonyl)-amino]-benzoic acid ethyl ester, 139 ml of 2N sodium hydroxide solution and 140 ml of ethanol is boiled at reflux for 6 hours, the solid gradually dissolving. After the reaction mixture has cooled, the precipitated crystals are filtered off and dissolved in 400 ml of water. 400 ml of methanol are added, acidification with 2N hydrochloric acid is carried out, and the precipitated crystals are filtered off. 12.3 g of the title c... Starting materials: OC1=NC=C(C(=O)O)C=C1 (6-hydroxynicotinic acid), C(CCl)Cl (EDC), C=1C=CC2=C(C1)N=NN2O (HOBT), N1C(=NC2=C1C=CC=C2)CN(CCCCN)C2CCCC=1C=CC=NC21 (N1-(1H-Benzimidazol-2-ylmethyl)-N1-(5,6,7,8-tetrahydro-quinolin-8-yl)-butane-1,4-di amine). The solvent is O (water), C(C)(=O)OCC (Ethyl acetate), CN(C)C=O (DMF). Conditions: time 8 hour. Yields the product OC1=NC=C(C(=O)N)C=C1 (6-hydroxynicotinamide), foam. The yield is 16.0%. RXN SMILES: [OH:1][C:2]1[CH:10]=[CH:9][C:5]([C:6](O)=[O:7])=[CH:4][N:3]=1.C(Cl)CCl.C1C=CC2N(O)N=[N:21]C=2C=1.N1C2C=CC=CC=2N=C1CN(C1C2N=CC=CC=2CCC1)CCCCN>CN(C=O)C.O.C(OCC)(=O)C>[OH:1][C:2]1[CH:10]=[CH:9][C:5]([C:6]([NH2:21])=[O:7])=[CH:4][N:3]=1. Procedure: To a solution of 6-hydroxynicotinic acid (0.049 g, 0.35 mmoles) in DMF (2.7 mL) was added EDC (0.083 g, 0.43 mmoles), HOBT (0.056 g, 0.41 mmoles) and N1-(1H-Benzimidazol-2-ylmethyl)-N1-(5,6,7,8-tetrahydro-quinolin-8-yl)-butane-1,4-di amine (0.1 g, 0.29 mmoles) and the reaction stirred overnight at room temperature. Ethyl acetate (40 mL) and water (25 mL) were added and the organic layer was washed with brine (30 mL) and saturated aqueous NaHCO3 (30 mL). The aqueous layers were extracted with eth...